The task is: describe an organic reaction: reactants, conditions, products, and yield. This data is from the Open Reaction Database (ORD), a public repository of structured organic reaction records. Starting materials: CCO, CC(C)SCCN(C)C(=O)OC(Cc1ccccc1)C(=O)OCc1ccccc1, [K+], [OH-]. Yields the product CC(C)SCCN(C)C(=O)OC(Cc1ccccc1)C(=O)O. RXN SMILES: [CH3:32][CH2:33][OH:34].[CH:1]([CH3:2])([CH3:3])[S:4][CH2:5][CH2:6][N:7]([CH3:8])[C:9](=[O:10])[O:11][CH:12]([C:13](=[O:14])[O:15][CH2:16][c:17]1[cH:18][cH:19][cH:20][cH:21][cH:22]1)[CH2:23][c:24]1[cH:25][cH:26][cH:27][cH:28][cH:29]1.[K+:31].[OH-:30]>>[CH:1]([CH3:2])([CH3:3])[S:4][CH2:5][CH2:6][N:7]([CH3:8])[C:9](=[O:10])[O:11][CH:12]([C:13](=[O:14])[OH:15])[CH2:23][c:24]1[cH:25][cH:26][cH:27][cH:28][cH:29]1. The reactants are O1C=CC=2CN(CCC21)C(CCCCSC2=CC=CC=C2)=O (1-(6,7-dihydro-4H-furo[3,2-c]pyridin-5-yl)-5-phenylthiopentan-1-one), CNC (dimethylamine), C=O (formaldehyde). The solvent is C(C)(=O)O (acetic acid). Conditions: temperature 100 celsius, time 45 minute. The product is CN(C)CC1=CC=2CN(CCC2O1)C(CCCCSC1=CC=CC=C1)=O (1-(2-dimethylaminomethyl-6,7-dihydro-4H-furo[3,2-c]pyridin-5-yl)-5-phenylthiopentan-1-one). RXN SMILES: [O:1]1[C:9]2[CH2:8][CH2:7][N:6]([C:10](=[O:22])[CH2:11][CH2:12][CH2:13][CH2:14][S:15][C:16]3[CH:21]=[CH:20][CH:19]=[CH:18][CH:17]=3)[CH2:5][C:4]=2[CH:3]=[CH:2]1.[CH3:23][NH:24][CH3:25].[CH2:26]=O>C(O)(=O)C>[CH3:23][N:24]([CH2:26][C:2]1[O:1][C:9]2[CH2:8][CH2:7][N:6]([C:10](=[O:22])[CH2:11][CH2:12][CH2:13][CH2:14][S:15][C:16]3[CH:17]=[CH:18][CH:19]=[CH:20][CH:21]=3)[CH2:5][C:4]=2[CH:3]=1)[CH3:25]. Procedure details: To a solution of 0.250 g (0.793 mmol) of 1-(6,7-dihydro-4H-furo[3,2-c]pyridin-5-yl)-5-phenylthiopentan-1-one in 20 ml of acetic acid, 0.107 ml (1.19 mmol) of 50% aqueous dimethylamine and 0.097 ml (1.19 mmol) of 37% aqueous formaldehyde were added, followed by stirring at 100° C. for 45 minutes. After the solvent was distilled off under reduced pressure, the residual solution was alkalified with 5% aqueous sodium hydrogen carbonate, and extracted with dichloromethane 2 times. The combined organi... Reactants: BrC1=NC=CC(=C1)C1=C(C(=CC2=CC(=C(C=C12)OC)OC)C(=O)OC)C(=O)OC (1-(2-Bromo-4-pyridyl)-2,3-bis(methoxycarbonyl)-6,7-dimethoxynaphthalene), OC1=CC=NC2=CC=CC=C12 (4-hydroxyquinoline). The product is O=C1C=CN(C2=CC=CC=C12)C1=NC=CC(=C1)C1=C(C(=CC2=CC(=C(C=C12)OC)OC)C(=O)OC)C(=O)OC (1-[2-(4-oxo-1,4-dihydroquinolin-1-yl)-4-pyridyl]-2,3-bis(methoxycarbonyl)-6,7-dimethoxynaphthalene). As a reaction SMILES: Br[C:2]1[CH:7]=[C:6]([C:8]2[C:17]3[C:12](=[CH:13][C:14]([O:20][CH3:21])=[C:15]([O:18][CH3:19])[CH:16]=3)[CH:11]=[C:10]([C:22]([O:24][CH3:25])=[O:23])[C:9]=2[C:26]([O:28][CH3:29])=[O:27])[CH:5]=[CH:4][N:3]=1.[OH:30][C:31]1[C:40]2[C:35](=[CH:36][CH:37]=[CH:38][CH:39]=2)[N:34]=[CH:33][CH:32]=1>>[O:30]=[C:31]1[C:40]2[C:35](=[CH:36][CH:37]=[CH:38][CH:39]=2)[N:34]([C:2]2[CH:7]=[C:6]([C:8]3[C:17]4[C:12](=[CH:13][C:14]([O:20][CH3:21])=[C:15]([O:18][CH3:19])[CH:16]=4)[CH:11]=[C:10]([C:22]([O:24][CH3:25])=[O:23])[C:9]=3[C:26]([O:28][CH3:29])=[O:27])[CH:5]=[CH:4][N:3]=2)[CH:33]=[CH:32]1. Procedure details: 1-(2-Bromo-4-pyridyl)-2,3-bis(methoxycarbonyl)-6,7-dimethoxynaphthalene and 4-hydroxyquinoline are treated in the same manner as in Example 6-(2) to give 1-[2-(4-oxo-1,4-dihydroquinolin-1-yl)-4-pyridyl]-2,3-bis(methoxycarbonyl)-6,7-dimethoxynaphthalene.